This data is from the Open Reaction Database (ORD), a public repository of structured organic reaction records. The task is: describe an organic reaction: reactants, conditions, products, and yield Starting materials: FC(OC1=CC=C(C=C1)NC(=O)N1N=C(C(C1)(C)C=O)C1=CC=C(C=C1)Cl)(F)F (N-(4-trifluoromethoxyphenyl)-3-(4-chlorophenyl)-4-formyl-4-methyl-4,5-dihydro-1H-pyrazole-1-carboxamide), C1(=CC=CC=C1)P(C1=CC=CC=C1)C1=CC=CC=C1 (triphenylphosphine), C(Br)(Br)(Br)Br (carbon tetrabromide). The reagents and catalysts are [Zn] (zinc). Run in C(Cl)Cl (MeCl2), C(Cl)Cl (methylene chloride). Conditions: time 90 minute. Yields the product FC(OC1=CC=C(C=C1)NC(=O)N1N=C(C(C1)(C)C=C(Br)Br)C1=CC=C(C=C1)Cl)(F)F (N-(4-trifluoromethoxyphenyl)-3-(4-chlorophenyl)-4-(2,2-dibromovinyl)-4-methyl-4,5-dihydro-1H-pyrazole-1-carboxamide). The yield is 48.8%. RXN SMILES: C1(P(C2C=CC=CC=2)C2C=CC=CC=2)C=CC=CC=1.[C:20]([Br:24])(Br)(Br)[Br:21].[F:25][C:26]([F:53])([F:52])[O:27][C:28]1[CH:33]=[CH:32][C:31]([NH:34][C:35]([N:37]2[CH2:41][C:40]([CH:43]=O)([CH3:42])[C:39]([C:45]3[CH:50]=[CH:49][C:48]([Cl:51])=[CH:47][CH:46]=3)=[N:38]2)=[O:36])=[CH:30][CH:29]=1>C(Cl)Cl.[Zn]>[F:53][C:26]([F:25])([F:52])[O:27][C:28]1[CH:33]=[CH:32][C:31]([NH:34][C:35]([N:37]2[CH2:41][C:40]([CH:42]=[C:20]([Br:24])[Br:21])([CH3:43])[C:39]([C:45]3[CH:46]=[CH:47][C:48]([Cl:51])=[CH:49][CH:50]=3)=[N:38]2)=[O:36])=[CH:30][CH:29]=1. Reported procedure: To 1.5 g of zinc dust (23.8 mmole) and 5.2 g of triphenylphosphine (20 mmole) in 20 ml of methylene chloride was added 6.8 g of carbon tetrabromide (20 mmole) after stiring for 90 minutes a solution of 3 g of N-(4-trifluoromethoxyphenyl)-3-(4-chlorophenyl)-4-formyl-4-methyl-4,5-dihydro-1H-pyrazole-1-carboxamide in 10 ml of MeCl2 is added and the mixture is stirred an additional 60 minutes. The reaction is partitioned between ether and aqueous sodium thiosulfate, dried, rotovaped and chromatograp... Procedure details: Phenyl-N-(5-ethyl-2-methoxy-6-methylpyridin-3-yl)carbamate and 1-(3-hydroxy-4-methoxyphenyl)piperazine were reacted by the same way with the example 1 to obtain the titled compound. yield: 59% Example 53 The reactants are C1(=CC=CC=C1)OC(NC=1C(=NC(=C(C1)CC)C)OC)=O (Phenyl-N-(5-ethyl-2-methoxy-6-methylpyridin-3-yl)carbamate), OC=1C=C(C=CC1OC)N1CCNCC1 (1-(3-hydroxy-4-methoxyphenyl)piperazine). As a reaction SMILES: C1(O[C:8](=[O:21])[NH:9][C:10]2[C:11]([O:19][CH3:20])=[N:12][C:13]([CH3:18])=[C:14]([CH2:16][CH3:17])[CH:15]=2)C=CC=CC=1.[OH:22][C:23]1[CH:24]=[C:25]([N:31]2[CH2:36][CH2:35][NH:34][CH2:33][CH2:32]2)[CH:26]=[CH:27][C:28]=1[O:29][CH3:30]>>[CH2:16]([C:14]1[CH:15]=[C:10]([NH:9][C:8]([N:34]2[CH2:33][CH2:32][N:31]([C:25]3[CH:26]=[CH:27][C:28]([O:29][CH3:30])=[C:23]([OH:22])[CH:24]=3)[CH2:36][CH2:35]2)=[O:21])[C:11]([O:19][CH3:20])=[N:12][C:13]=1[CH3:18])[CH3:17]. Product: C(C)C=1C=C(C(=NC1C)OC)NC(=O)N1CCN(CC1)C1=CC(=C(C=C1)OC)O (1-[(5-ethyl-2-methoxy-6-methylpyridin-3-yl)aminocarbonyl]-4-(3-hydroxy-4-methoxyphenyl)piperazine).